Dataset: the Open Reaction Database (ORD), a public repository of structured organic reaction records. Task: describe an organic reaction: reactants, conditions, products, and yield Starting materials: Cc1ccccc1, O=C(O)c1sccc1OC(F)F, O=S(Cl)Cl. Product: O=C(Cl)c1sccc1OC(F)F. RXN SMILES: [CH3:17][c:18]1[cH:19][cH:20][cH:21][cH:22][cH:23]1.[F:1][CH:2]([O:3][c:4]1[c:5]([C:9](=[O:10])[OH:11])[s:6][cH:7][cH:8]1)[F:12].[S:13]([Cl:14])([Cl:15])=[O:16]>>[F:1][CH:2]([O:3][c:4]1[c:5]([C:9](=[O:10])[Cl:15])[s:6][cH:7][cH:8]1)[F:12]. Product: CC(=O)NC(C)C(=O)NC(C)C(=O)NC(CC(C)C)C(=O)O. As a reaction SMILES: [CH2:1]([c:2]1[cH:3][cH:4][cH:5][cH:6][cH:7]1)[O:8][C:9]([CH:10]([NH:11][C:12]([CH:13]([NH:14][C:15]([CH:16]([NH:17][C:18]([CH3:19])=[O:20])[CH3:21])=[O:22])[CH3:23])=[O:24])[CH2:25][CH:26]([CH3:27])[CH3:28])=[O:29].[CH2:30]([OH:31])[CH3:32]>>[O:8]=[C:9]([CH:10]([NH:11][C:12]([CH:13]([NH:14][C:15]([CH:16]([NH:17][C:18]([CH3:19])=[O:20])[CH3:21])=[O:22])[CH3:23])=[O:24])[CH2:25][CH:26]([CH3:27])[CH3:28])[OH:29]. Reactants: CC(=O)NC(C)C(=O)NC(C)C(=O)NC(CC(C)C)C(=O)OCc1ccccc1, CCO.